Dataset: the Open Reaction Database (ORD), a public repository of structured organic reaction records. Task: describe an organic reaction: reactants, conditions, products, and yield RXN SMILES: [C:1]([C:3](=[C:7](SC)SC)[C:4]([NH2:6])=O)#[N:2].[CH:12]1[CH:17]=[CH:16][C:15]([CH2:18][C:19]2[CH:24]=[CH:23][C:22]([NH2:25])=[CH:21][CH:20]=2)=[CH:14][CH:13]=1.[OH2:26].[NH2:27][NH2:28].[CH3:29][CH2:30][OH:31]>>[CH2:18]([C:19]1[CH:20]=[CH:21][C:22]([NH:25][C:7]2[C:3]([C:1]([NH2:2])=[O:26])=[C:4]([NH:6][CH2:18][C:15]3[CH:14]=[CH:13][C:30]([OH:31])=[CH:29][CH:16]=3)[NH:28][N:27]=2)=[CH:23][CH:24]=1)[C:15]1[CH:14]=[CH:13][CH:12]=[CH:17][CH:16]=1 |f:2.3|. Yields the product C(C1=CC=CC=C1)C1=CC=C(C=C1)NC1=NNC(=C1C(=O)N)NCC1=CC=C(C=C1)O (3-((4-benzylphenyl)amino)-5-((4-hydroxybenzyl)amino)-1H-pyrazole-4-carboxamide). The reactants are O.NN (hydrazine hydrate), C(#N)C(C(=O)N)=C(SC)SC (2-cyano-3,3-bis(methylthio)acrylamide), CCO (EtOH), amide, C1=CC=C(C=C1)CC2=CC=C(C=C2)N (4-Aminodiphenylmethane). Run at temperature 75 celsius. Reported procedure: Dissolved 0.500 g 2-cyano-3,3-bis(methylthio)acrylamide in 15 mL EtOH and added 4-Aminodiphenylmethane (1.0 eq.). Stirred reaction at 75° C. until starting amide was absent by HPLC. Once complete (18 hrs), reaction was brought to room temperature and filtered to obtain a light yellow powder as product. Product was allowed to dry under vacuum for 1 hr. Product was then suspended in 10 mL EtOH and hydrazine hydrate (1 eq.) was added dropwise. Reaction was heated at 75° C. until intermediate was ab... The reactants are COC(=O)c1ccn(C2CCN(C(=O)OC(C)(C)C)CC2)n1, CCOCC, Cl. Product: COC(=O)c1ccn(C2CCNCC2)n1, Cl. Reaction SMILES: [CH3:1][O:2][C:3](=[O:4])[c:5]1[n:6][n:7]([CH:10]2[CH2:11][CH2:12][N:13]([C:16]([O:17][C:18]([CH3:19])([CH3:20])[CH3:21])=[O:22])[CH2:14][CH2:15]2)[cH:8][cH:9]1.[CH3:24][CH2:25][O:26][CH2:27][CH3:28].[ClH:23]>>[CH3:1][O:2][C:3](=[O:4])[c:5]1[n:6][n:7]([CH:10]2[CH2:11][CH2:12][NH:13][CH2:14][CH2:15]2)[cH:8][cH:9]1.[ClH:23]. The reactants are CS(=O)(=O)Nc1ccc(C#N)cc1Oc1ccc(F)cc1F, CCO, Cl, NO, [Na+], [Na+], O=C([O-])[O-], O. Product: CS(=O)(=O)Nc1ccc(C(N)=NO)cc1Oc1ccc(F)cc1F. RXN SMILES: [C:1](#[N:2])[c:3]1[cH:4][c:5]([O:14][c:15]2[c:16]([F:22])[cH:17][c:18]([F:21])[cH:19][cH:20]2)[c:6]([NH:7][S:8](=[O:9])(=[O:10])[CH3:11])[cH:12][cH:13]1.[CH3:32][CH2:33][OH:34].[ClH:23].[NH2:24][OH:25].[Na+:26].[Na+:27].[O-:28][C:29](=[O:30])[O-:31].[OH2:35]>>[C:1]([NH2:2])([c:3]1[cH:4][c:5]([O:14][c:15]2[c:16]([F:22])[cH:17][c:18]([F:21])[cH:19][cH:20]2)[c:6]([NH:7][S:8](=[O:9])(=[O:10])[CH3:11])[cH:12][cH:13]1)=[N:24][OH:25].